Dataset: the Open Reaction Database (ORD), a public repository of structured organic reaction records. Task: describe an organic reaction: reactants, conditions, products, and yield The reactants are C1CCOC1, COc1ccc(P2(=S)SP(=S)(c3ccc(OC)cc3)S2)cc1, [Na+], O=C([O-])O, O=C1CCCc2[nH]ccc21. Product: S=C1CCCc2[nH]ccc21. As a reaction SMILES: [CH2:38]1[O:39][CH2:40][CH2:41][CH2:42]1.[CH3:11][O:12][c:13]1[cH:14][cH:15][c:16]([P:17]2(=[S:20])[S:18][P:19]([c:21]3[cH:22][cH:23][c:24]([O:25][CH3:26])[cH:27][cH:28]3)(=[S:29])[S:30]2)[cH:31][cH:32]1.[Na+:37].[O-:33][C:34]([OH:35])=[O:36].[nH:1]1[cH:2][cH:3][c:4]2[c:9]1[CH2:8][CH2:7][CH2:6][C:5]2=[O:10]>>[nH:1]1[cH:2][cH:3][c:4]2[c:9]1[CH2:8][CH2:7][CH2:6][C:5]2=[S:20]. Starting materials: Brc1nsc2cccnc12, CO, NCCCN. Product: NCCCNc1nsc2cccnc12. Reaction SMILES: [Br:1][c:2]1[n:3][s:4][c:5]2[c:6]1[n:7][cH:8][cH:9][cH:10]2.[CH3:16][OH:17].[NH2:11][CH2:12][CH2:13][CH2:14][NH2:15]>>[c:2]1([NH:11][CH2:12][CH2:13][CH2:14][NH2:15])[n:3][s:4][c:5]2[c:6]1[n:7][cH:8][cH:9][cH:10]2. Procedure: prepared by reaction of 6-methyl-imidazo[2,1-b]thiazole-5-carboxylic acid-[(1S,2S,5R)-7-methyl-3-aza-bicyclo[3.3.0]oct-2-ylmethyl]-amide with 2-amino-5-phenyl-thiazole-4-carboxylic acid. The product is NC=1SC(=C(N1)C(=O)N1[C@@H]([C@H]2CCC[C@H]2C1)CNC(=O)C1=C(N=C2SC=CN21)C)C2=CC=CC=C2 (6-Methyl-imidazo[2,1-b]thiazole-5-carboxylic acid-(1S,2S,5R)-[3-(2-amino-5-phenyl-thiazole-4-carbonyl)-3-aza-bicyclo[3.3.0]oct-2-ylmethyl]-amide). As a reaction SMILES: C[CH:2]1[CH2:9][C@H:8]2[C@H:4]([CH2:5][NH:6][C@@H:7]2[CH2:10][NH:11][C:12]([C:14]2[N:21]3[C:17]([S:18][CH:19]=[CH:20]3)=[N:16][C:15]=2[CH3:22])=[O:13])[CH2:3]1.[NH2:23][C:24]1[S:25][C:26]([C:32]2[CH:37]=[CH:36][CH:35]=[CH:34][CH:33]=2)=[C:27]([C:29]([OH:31])=O)[N:28]=1>>[NH2:23][C:24]1[S:25][C:26]([C:32]2[CH:37]=[CH:36][CH:35]=[CH:34][CH:33]=2)=[C:27]([C:29]([N:6]2[CH2:5][C@H:4]3[C@H:8]([CH2:9][CH2:2][CH2:3]3)[C@H:7]2[CH2:10][NH:11][C:12]([C:14]2[N:21]3[C:17]([S:18][CH:19]=[CH:20]3)=[N:16][C:15]=2[CH3:22])=[O:13])=[O:31])[N:28]=1. Starting materials: CC1C[C@H]2CN[C@@H]([C@H]2C1)CNC(=O)C1=C(N=C2SC=CN21)C (6-methyl-imidazo[2,1-b]thiazole-5-carboxylic acid-[(1S,2S,5R)-7-methyl-3-aza-bicyclo[3.3.0]oct-2-ylmethyl]-amide), NC=1SC(=C(N1)C(=O)O)C1=CC=CC=C1 (2-amino-5-phenyl-thiazole-4-carboxylic acid). Reactants: Cc1c(SCc2ccc(C(C)(C)C)cc2)oc2cccc(O)c2c1=O, CCOC(C)=O, O, Cc1ccc(S(=O)(=O)Cl)cc1, c1ccncc1. Yields the product Cc1ccc(S(=O)(=O)Oc2cccc3oc(SCc4ccc(C(C)(C)C)cc4)c(C)c(=O)c23)cc1. Reaction SMILES: [C:1]([CH3:2])([CH3:3])([CH3:4])[c:5]1[cH:6][cH:7][c:8]([CH2:9][S:10][c:11]2[o:12][c:13]3[cH:14][cH:15][cH:16][c:17]([OH:23])[c:18]3[c:19](=[O:22])[c:20]2[CH3:21])[cH:24][cH:25]1.[CH3:38][CH2:39][O:40][C:41](=[O:42])[CH3:43].[OH2:37].[c:26]1([CH3:36])[cH:27][cH:28][c:29]([S:32](=[O:33])(=[O:34])[Cl:35])[cH:30][cH:31]1.[cH:44]1[cH:45][cH:46][n:47][cH:48][cH:49]1>>[C:1]([CH3:2])([CH3:3])([CH3:4])[c:5]1[cH:6][cH:7][c:8]([CH2:9][S:10][c:11]2[o:12][c:13]3[cH:14][cH:15][cH:16][c:17]([O:23][S:32]([c:29]4[cH:28][cH:27][c:26]([CH3:36])[cH:31][cH:30]4)(=[O:33])=[O:34])[c:18]3[c:19](=[O:22])[c:20]2[CH3:21])[cH:24][cH:25]1.